This data is from the Open Reaction Database (ORD), a public repository of structured organic reaction records. The task is: describe an organic reaction: reactants, conditions, products, and yield The reactants are COC1=CC=C(CN)C=C1 (4-methoxybenzylamine), ClC1=C(C#N)C=CC=N1 (2-chloro-nicotinonitrile), COC1=CC=C(CN)C=C1 (4-methoxy-benzylamine), C(C)(C)N(C(C)C)CC (N,N-diisopropylethylamine). The solvent is CC(C)O (2-propanol). Conditions: temperature 80 celsius, time 24 hour. Product: COC1=CC=C(CNC2=C(C#N)C=CC=N2)C=C1 (2-(4-Methoxy-benzylamino)-nicotinonitrile). Isolated yield 33.4%. RXN SMILES: Cl[C:2]1[N:9]=[CH:8][CH:7]=[CH:6][C:3]=1[C:4]#[N:5].[CH3:10][O:11][C:12]1[CH:19]=[CH:18][C:15]([CH2:16][NH2:17])=[CH:14][CH:13]=1.C(N(CC)C(C)C)(C)C>CC(O)C>[CH3:10][O:11][C:12]1[CH:19]=[CH:18][C:15]([CH2:16][NH:17][C:2]2[N:9]=[CH:8][CH:7]=[CH:6][C:3]=2[C:4]#[N:5])=[CH:14][CH:13]=1. Procedure: To a stirred mixture of 2-chloro-nicotinonitrile (Aldrich, 2.20 g, 15.88 mmol) and 4-methoxy-benzylamine (2.27 ml, 17.49 mmol) in 2-propanol (20 ml) was added N,N-diisopropylethylamine (5.53 ml, 31.75 mmol). The reaction mixture was heated to 80° C. and stirred at this temperature for 24 hours. More 4-methoxybenzylamine (0.50 ml, 3.85 mmol) was added and stirring continued at 70° C. for 48 hours. The mixture was cooled to room temperature and the resulting solid material (4-methoxy-benzylamine h... The reactants are C(C=C)I (Allyl iodide), [H-].[Na+] (NaH), ice, C(C)C1C(C2=CC=C(C=C2CC1)OC)=O (2-ethyl-6-methoxy-3,4-dihydro-1(2H)-naphthalenone), CN(C)C=O (DMF). Conditions: temperature 2.5 celsius, time 45 minute. Yields the product C(C=C)C1(C(C2=CC=C(C=C2CC1)OC)=O)CC (2-allyl-2-ethyl-6-methoxy-3,4-dihydro-1(2H)-naphthalenone). Reaction SMILES: [H-].[Na+].[CH2:3]([CH:5]1[CH2:14][CH2:13][C:12]2[C:7](=[CH:8][CH:9]=[C:10]([O:15][CH3:16])[CH:11]=2)[C:6]1=[O:17])[CH3:4].[CH2:18](I)[CH:19]=C.[CH3:22]N(C=O)C>>[CH2:3]([C:5]1([CH2:18][CH3:19])[CH2:14][CH2:13][C:12]2[C:7](=[CH:8][CH:9]=[C:10]([O:15][CH3:16])[CH:11]=2)[C:6]1=[O:17])[CH:4]=[CH2:22] |f:0.1|. Procedure: NaH (0.31 g of a 60% dispersion in mineral oil, 7.6 mmol) was added to an ice-cold solution of 2-ethyl-6-methoxy-3,4-dihydro-1(2H)-naphthalenone (1.48 g, 7.2 mmol) in anhydrous DMF (14.4 mL). The mixture was purged with N2 and stirred at 0-5° C. for 45 minutes. Allyl iodide (1.0 mL, 10.9 mmol) was added and, after a few minutes, the cooling bath was removed. After stirring overnight at room temperature, the mixture was partitioned between EtOAc and water, and the aqueous phase was back-extracted... The reactants are CC(C)C(=O)Cl, CCCc1nc2cc(NCc3ccccc3)ccc2n1CC(=O)OC(C)(C)C, CN(C)c1ccncc1, CCN(C(C)C)C(C)C, ClCCl, Cl. Product: CCCc1nc2cc(N(Cc3ccccc3)C(=O)C(C)C)ccc2n1CC(=O)OC(C)(C)C. Reaction SMILES: [C:1]([CH:2]([CH3:3])[CH3:4])(=[O:5])[Cl:6].[C:7]([CH3:8])([CH3:9])([CH3:10])[O:11][C:12]([CH2:13][n:14]1[c:15]([CH2:31][CH2:32][CH3:33])[n:16][c:17]2[c:18]1[cH:19][cH:20][c:21]([NH:23][CH2:24][c:25]1[cH:26][cH:27][cH:28][cH:29][cH:30]1)[cH:22]2)=[O:34].[CH3:44][N:45]([c:46]1[cH:47][cH:48][n:49][cH:50][cH:51]1)[CH3:52].[CH:35]([N:36]([CH2:37][CH3:38])[CH:39]([CH3:40])[CH3:41])([CH3:42])[CH3:43].[Cl:53][CH2:54][Cl:55].[ClH:56]>>[C:1]([CH:2]([CH3:3])[CH3:4])(=[O:5])[N:23]([c:21]1[cH:20][cH:19][c:18]2[n:14]([CH2:13][C:12]([O:11][C:7]([CH3:8])([CH3:9])[CH3:10])=[O:34])[c:15]([CH2:31][CH2:32][CH3:33])[n:16][c:17]2[cH:22]1)[CH2:24][c:25]1[cH:26][cH:27][cH:28][cH:29][cH:30]1. Starting materials: CCCCC1=NC(=C(N1CC2=CC=C(C=C2)C3=CC=CC=C3C4=NN=N[N-]4)CO)Cl.[K+] (epoetin), C1=CC(=CC=C1C(=O)N[C@@H](CCC(=O)[O-])C(=O)[O-])NCC2CNC3=C(C(=NC(=N3)N)O)N2C=O.[Ca+2] (leucovorin calcium), CCCCC1=NC(=C(N1CC2=CC=C(C=C2)C3=CC=CC=C3C4=NN=N[N-]4)CO)Cl.[K+] (epoetin), C=1C=C(C(=C(C1)OCCCCC(=O)O)C=O)O (velaresol), CCCCC1=NC(=C(N1CC2=CC=C(C=C2)C3=CC=CC=C3C4=NN=N[N-]4)CO)Cl.[K+] (epoetin), C(CC[C@@H](C(=O)O)NC(=O)C1=CC=C(NCC2=CN=C3N=C(N)NC(=O)C3=N2)C=C1)(=O)O (folic acid), C=1C=C(C(=C(C1)OCC=2C=CC(=CC2)C(=O)O)C=O)O (tucaresol), CC(C)OC(=O)CNC(=O)[C@H](CS)NC(=O)CC[C@@H](C(=O)O)N (glutathione monoisopropyl ester), C1CCN([C@H](C1)CC(=O)O)C(=O)/C=C/C2=C3C=CC=CN3N=C2C4=CC=CC=C4 (FK-352), CCCCC1=NC(=C(N1CC2=CC=C(C=C2)C3=CC=CC=C3C4=NN=N[N-]4)CO)Cl.[K+] (epoetin), CCCCC1=NC(=C(N1CC2=CC=C(C=C2)C3=CC=CC=C3C4=NN=N[N-]4)CO)Cl.[K+] (epoetin), ferrous sulfate. The reagents and catalysts are C([C@@H]1[C@H]([C@@H]([C@H]([C@H](O1)OCC(C(C(C(C(C(=O)O)O)O)O)O)O)O)O)O)O.O[O-].[Fe] (gleptoferron), CC(CC(=C1C=CC=C1)[O-])CC(C)(C)C.[CH-]1C=CC=C1.[Fe+2] (diciferron). Product: C[C@]12CC[C@@H](CC1=CC[C@@H]3[C@@H]2CC[C@]4([C@H]3CC=C4C=5C=CC=NC5)C)O (abiraterone). As a reaction SMILES: CCCCC1N([CH2:10][C:11]2[CH:16]=[CH:15][C:14](C3C(C4[N-]N=NN=4)=CC=CC=3)=[CH:13][CH:12]=2)C(CO)=C(Cl)N=1.[K+].C1C[C@H](CC(O)=O)N(C(/C=C/C2C(C3C=CC=CC=3)=N[N:52]3[C:47]=2[CH:48]=[CH:49][CH:50]=[CH:51]3)=O)CC1.C(O)(=O)CC[C@H](NC(C1C=CC(NCC2N=C3C(N=C(NC3=O)N)=NC=2)=CC=1)=O)C(O)=O.CC(OC(CNC([C@@H](NC(CC[C@H](N)C(O)=O)=O)CS)=O)=O)C.C1C(C(N[C@H](C([O-])=O)CCC([O-])=O)=O)=CC=C(NCC2N(C=O)C3C(O)=NC(N)=NC=3NC2)C=1.[Ca+2].C1C=C(O)C(C=O)=C(O[CH2:158][C:159]2[CH:160]=[CH:161][C:162]([C:165](O)=O)=[CH:163][CH:164]=2)C=1.C1C=[C:173](O)[C:174](C=O)=[C:175]([O:177]CCCCC(O)=O)[CH:176]=1>CC(CC(C)(C)C)CC([O-])=C1C=CC=C1.[CH-]1C=CC=C1.[Fe+2].C(O)[C@H]1O[C@H](OCC(O)C(O)C(O)C(O)C(O)C(O)=O)[C@H](O)[C@@H](O)[C@@H]1O.O[O-].[Fe]>[CH3:10][C@@:11]12[C@H:16]3[CH2:161][CH2:160][C@:159]4([CH3:158])[C:164]([C:50]5[CH:49]=[CH:48][CH:47]=[N:52][CH:51]=5)=[CH:163][CH2:162][C@H:165]4[C@@H:15]3[CH2:14][CH:13]=[C:12]1[CH2:176][C@@H:175]([OH:177])[CH2:174][CH2:173]2 |f:0.1,5.6,9.10.11,12.13.14|. Reported procedure: ancestim; diciferron; epoetin alfa; epoetin beta; epoetin epsilon; epoetin gamma; epoetin omega; ferrous sulfate, FK-352; folic acid; gleptoferron; glutathione monoisopropyl ester; leucovorin calcium; tucaresol; TYB-5220; velaresol; The reactants are FC=1C=C(C=C(C1)C(F)(F)F)O (3-fluoro-5-(trifluoromethyl)phenol), [H-].[Na+] (Sodium hydride), ClC=1N=NC=C(C1)Cl (3,5-dichloropyridazine). Run in CN(C=O)C (N,N-Dimethyl formamide). Reaction conditions: time 20 minute. Product: ClC=1N=NC=C(C1)OC1=CC(=CC(=C1)C(F)(F)F)F (3-chloro-5-[3-fluoro-5-(trifluoromethyl)phenoxy]pyridazine). As a reaction SMILES: [F:1][C:2]1[CH:3]=[C:4]([OH:12])[CH:5]=[C:6]([C:8]([F:11])([F:10])[F:9])[CH:7]=1.[H-].[Na+].[Cl:15][C:16]1[N:17]=[N:18][CH:19]=[C:20](Cl)[CH:21]=1>CN(C)C=O>[Cl:15][C:16]1[N:17]=[N:18][CH:19]=[C:20]([O:12][C:4]2[CH:5]=[C:6]([C:8]([F:10])([F:11])[F:9])[CH:7]=[C:2]([F:1])[CH:3]=2)[CH:21]=1 |f:1.2|. Procedure: To a solution of 3-fluoro-5-(trifluoromethyl)phenol (1.6 mmol) in 4 mL of N,N-Dimethyl formamide at 0 degree, is added Sodium hydride (100 mg) and the reaction mixture is allowed to stirred at 0 degree for 20 minutes. 3,5-dichloropyridazine (1.6 mmol) is added and the reaction mixture is warmed to room temperature. The reaction mixture is stirred at room temperature until formation of the desired compound. The reaction mixture is quenched with water and extracted with Ethyl acetate. The combined... Product: C(C1=CC=CC=C1)OC(=O)N1C(CC2=CC=CC=C12)C(CN)O ((±) 1-Benzyloxycarbonyl-2-(1-hydroxy-2-aminoethyl)-indoline). As a reaction SMILES: B.CSC.[CH2:5]([O:12][C:13]([N:15]1[C:23]2[C:18](=[CH:19][CH:20]=[CH:21][CH:22]=2)[CH2:17][CH:16]1[CH:24]([C:26]#[N:27])[OH:25])=[O:14])[C:6]1[CH:11]=[CH:10][CH:9]=[CH:8][CH:7]=1.Cl.[OH-].[Na+]>O1CCCC1>[CH2:5]([O:12][C:13]([N:15]1[C:23]2[C:18](=[CH:19][CH:20]=[CH:21][CH:22]=2)[CH2:17][CH:16]1[CH:24]([OH:25])[CH2:26][NH2:27])=[O:14])[C:6]1[CH:11]=[CH:10][CH:9]=[CH:8][CH:7]=1 |f:0.1,4.5|. The solvent is O1CCCC1 (tetrahydrofuran). The reactants are Cl (hydrochloric acid), B.CSC (Borane dimethylsulfide), C(C1=CC=CC=C1)OC(=O)N1C(CC2=CC=CC=C12)C(O)C#N ((±) 1-Benzyloxycarbonyl-2-(1-cyano-1-hydroxymethyl)indoline), [OH-].[Na+] (sodium hydroxide), CSC.B (borane-dimethyl sulfide). Procedure: Borane-dimethylsulfide (2M, 0.85 ml) is added to a mixture of (±) 1-benzyloxycarbonyl-2-(1-cyano-1-hydroxymethyl)indoline [VI diastereomer B, EXAMPLE 6, 0.431 g] in refluxing tetrahydrofuran (5 ml) slowly over 6 minutes. After one hour additional borane-dimethyl sulfide (2M, 0.5 ml) is added over 2 minutes. The mixture is continued to stir at reflux for 30 minutes then hydrochloric acid (3N, 1.8 ml) is added slowly with much effervescence over 2 minutes. The mixture is stirred for 15 minutes at ... Reactants: CN1CCNCC1, CC#N, O=[N+]([O-])c1ccc(F)c(F)c1. Product: CN1CCN(c2ccc([N+](=O)[O-])cc2F)CC1. Reaction SMILES: [CH3:12][N:13]1[CH2:14][CH2:15][NH:16][CH2:17][CH2:18]1.[CH3:19][C:20]#[N:21].[F:1][c:2]1[cH:3][c:4]([N+:9](=[O:10])[O-:11])[cH:5][cH:6][c:7]1[F:8]>>[F:1][c:2]1[cH:3][c:4]([N+:9](=[O:10])[O-:11])[cH:5][cH:6][c:7]1[N:16]1[CH2:15][CH2:14][N:13]([CH3:12])[CH2:18][CH2:17]1.